From a dataset of the Open Reaction Database (ORD), a public repository of structured organic reaction records. describe an organic reaction: reactants, conditions, products, and yield The reactants are OC1=C(C2=C(C(CO2)=O)C=C1)CN1CCN(CC1)S(=O)(=O)C (6-hydroxy-7-{[4-(methylsulfonyl)piperazin-1-yl]methyl}benzofuran-3(2H)-one), N1N=C(C2=CC=CC=C12)C=O (1H-indazole-3-carboxaldehyde), N1CCCCC1 (piperidine). Solvent: CO (methanol), CO (methanol), CO (methanol). Reaction conditions: temperature 60 celsius, time 2 hour. The product is N1N=C(C2=CC=CC=C12)\C=C\1/OC2=C(C1=O)C=CC(=C2CN2CCN(CC2)S(=O)(=O)C)O ((Z)-2-[(1H-indazol-3-yl)methylene]-6-hydroxy-7-{[4-(methylsulfonyl)piperazin-1-yl]methyl}benzofuran-3(2H)-one). The yield is 53.0%. Reaction SMILES: [OH:1][C:2]1[CH:11]=[CH:10][C:5]2[C:6](=[O:9])[CH2:7][O:8][C:4]=2[C:3]=1[CH2:12][N:13]1[CH2:18][CH2:17][N:16]([S:19]([CH3:22])(=[O:21])=[O:20])[CH2:15][CH2:14]1.[NH:23]1[C:31]2[C:26](=[CH:27][CH:28]=[CH:29][CH:30]=2)[C:25]([CH:32]=O)=[N:24]1.N1CCCCC1>CO>[NH:23]1[C:31]2[C:26](=[CH:27][CH:28]=[CH:29][CH:30]=2)[C:25](/[CH:32]=[C:7]2\[O:8][C:4]3[C:3]([CH2:12][N:13]4[CH2:18][CH2:17][N:16]([S:19]([CH3:22])(=[O:21])=[O:20])[CH2:15][CH2:14]4)=[C:2]([OH:1])[CH:11]=[CH:10][C:5]=3[C:6]\2=[O:9])=[N:24]1. Reported procedure: A solution of 6-hydroxy-7-{[4-(methylsulfonyl)piperazin-1-yl]methyl}benzofuran-3(2H)-one (0.0681 g, 0.209 mmol) in methanol (0.8 mL) was added with 1H-indazole-3-carboxaldehyde (0.0305 g, 0.209 mmol) and piperidine (0.00178 g, 0.0209 mmol), and the mixture was stirred at 60° C. for 2 hours. The reaction mixture was cooled to room temperature, and then added with methanol (2 mL), and the precipitated solid was suspended in methanol and thereby washed to obtain (Z)-2-[(1H-indazol-3-yl)methylene]-6... Reaction conditions: temperature -10 celsius, time 15 hour. Reactants: O (water), FC(C(C(=O)Cl)(F)F)(C(F)(F)F)F (heptafluorobutyryl chloride), N1=CC=CC=C1 (pyridine), C(=C)OCCCC (butyl vinyl ether). Solvent: ClCCl (dichloromethane), ClCCl (dichloromethane). Procedure: With stirring and at −10° C., 21.7 g (93.2 mmol) of heptafluorobutyryl chloride—dissolved in 50 ml of dichloromethane—were added to a mixture of 8.11 g (102 mmol) of pyridine and 9.33 g (93.2 mmol) of butyl vinyl ether in 200 ml of dichloromethane. After the addition, stirring was continued at room temperature for another 15 h. 300 ml of water were then added to the mixture, and the organic phase was separated off, dried and concentrated. Yields the product C(CCC)OC=CC(C(C(C(F)(F)F)(F)F)(F)F)=O (1-Butoxy-4,4,5,5,6,6,6-heptafluorohex-1-en-3-one). RXN SMILES: [F:1][C:2]([F:13])([C:9]([F:12])([F:11])[F:10])[C:3]([F:8])([F:7])[C:4](Cl)=[O:5].N1C=CC=CC=1.[CH:20]([O:22][CH2:23][CH2:24][CH2:25][CH3:26])=[CH2:21].O>ClCCl>[CH2:23]([O:22][CH:20]=[CH:21][C:4](=[O:5])[C:3]([F:8])([F:7])[C:2]([F:13])([F:1])[C:9]([F:12])([F:11])[F:10])[CH2:24][CH2:25][CH3:26]. Starting materials: S(O)(O)(=O)=O (sulphuric acid), [N+](=O)(O)[O-] (nitric acid), FC(C1=CC=C(C=C1)I)(F)F (p-trifluoromethyliodobenzene). Run in O (water). Reaction conditions: temperature 50 celsius, time 1 hour. Product: [N+](=O)([O-])C1=C(C=CC(=C1)C(F)(F)F)I (2-nitro-4-trifluoromethyliodobenzene). Isolated yield 86.0%. RXN SMILES: S(=O)(=O)(O)O.[N+:6]([O-:9])(O)=[O:7].[F:10][C:11]([F:20])([F:19])[C:12]1[CH:17]=[CH:16][C:15]([I:18])=[CH:14][CH:13]=1>O>[N+:6]([C:14]1[CH:13]=[C:12]([C:11]([F:19])([F:20])[F:10])[CH:17]=[CH:16][C:15]=1[I:18])([O-:9])=[O:7]. Procedure: A mixture of 87.6 ml of concentrated sulphuric acid and 46.8 ml of concentrated nitric acid (d=1.52) is prepared at 0° C. This mixture is added dropwise to 272 g of p-trifluoromethyliodobenzene maintained at 50° C., which takes about 1 hour, after which time the application of heat is ceased and stirring is continued for a further 30 minutes. The mixture is then hydrolysed by pouring onto 750 ml of water. The product is subsequently extracted three times with 600 ml of dichloromethane each time,... Reactants: O=c1ccc2cnccc2n1CC1OCCO1, O, O=C(O)C(F)(F)F. Product: O=CCn1c(=O)ccc2cnccc21. Reaction SMILES: [O:1]1[CH:2]([CH2:6][n:7]2[c:8](=[O:17])[cH:9][cH:10][c:11]3[cH:12][n:13][cH:14][cH:15][c:16]23)[O:5][CH2:4][CH2:3]1.[OH2:25].[OH:18][C:19]([C:20]([F:21])([F:22])[F:23])=[O:24]>>[O:1]=[CH:2][CH2:6][n:7]1[c:8](=[O:17])[cH:9][cH:10][c:11]2[cH:12][n:13][cH:14][cH:15][c:16]12. Reactants: S(O)(O)(=O)=O (sulfuric acid), II (iodine), I(=O)(=O)[O-].[Na+] (sodium iodate), resultant mixture, C(C1=CC=CC=C1)C1=CC=NC=C1 (4-benzylpyridine), I(=O)(=O)(=O)[O-].[Na+] (sodium metaperiodate). Run in C(C)(=O)O (acetic acid). Yields the product IC1=CC=C(CC2=CC=NC=C2)C=C1 (4-(4-iodobenzyl)pyridine). As a reaction SMILES: [CH2:1]([C:8]1[CH:13]=[CH:12][N:11]=[CH:10][CH:9]=1)[C:2]1[CH:7]=[CH:6][CH:5]=[CH:4][CH:3]=1.S(=O)(=O)(O)O.II.[I:21]([O-])(=O)=O.[Na+].I([O-])(=O)(=O)=O.[Na+]>C(O)(=O)C>[I:21][C:5]1[CH:4]=[CH:3][C:2]([CH2:1][C:8]2[CH:13]=[CH:12][N:11]=[CH:10][CH:9]=2)=[CH:7][CH:6]=1 |f:3.4,5.6|. Procedure: 5.0 g (30 mmol) of 4-benzylpyridine was dissolved in 30 ml of acetic acid. 3.53 ml (65 mmol) of concentrated sulfuric acid, 2.99 g (11.8 mmol) of iodine and 1.17 g (5.9 mmol) of sodium iodate were added to the solution, and the resultant mixture was stirred at 70° C. for 20 hours. After cooling, 0.15 g of sodium metaperiodate was added to the reaction mixture. After the distillation under reduced pressure, water was added to the residue, which was washed with dichloromethane. After the addition ... Reaction SMILES: [C:1]([O:2][C:3](=[O:4])[N:8]1[CH2:9][CH:10]([O:26][CH2:27][c:28]2[cH:29][c:30]3[cH:31][cH:32][cH:33][cH:34][c:35]3[cH:36][cH:37]2)[CH:11]([c:14]2[cH:15][c:16](-[c:20]3[cH:21][cH:22][cH:23][cH:24][cH:25]3)[cH:17][cH:18][cH:19]2)[CH2:12][CH2:13]1)([CH3:5])([CH3:6])[CH3:7].[ClH:38]>>[ClH:38].[NH:8]1[CH2:9][CH:10]([O:26][CH2:27][c:28]2[cH:29][c:30]3[cH:31][cH:32][cH:33][cH:34][c:35]3[cH:36][cH:37]2)[CH:11]([c:14]2[cH:15][c:16](-[c:20]3[cH:21][cH:22][cH:23][cH:24][cH:25]3)[cH:17][cH:18][cH:19]2)[CH2:12][CH2:13]1. Starting materials: CC(C)(C)OC(=O)N1CCC(c2cccc(-c3ccccc3)c2)C(OCc2ccc3ccccc3c2)C1, Cl. Yields the product Cl, c1ccc(-c2cccc(C3CCNCC3OCc3ccc4ccccc4c3)c2)cc1. Reactants: ClC1=NC(=NC(=N1)C1=CC(=CC=C1)Cl)CC (2-Chloro-4-(3-chlorophenyl)-6-ethyl-1,3,5-triazine), NC1=CC=C(CO)C=C1 (4-aminobenzyl alcohol). Solvent: C([O-])(O)=O.[Na+] (sodium bicarbonate), C(C)(=O)O (acetic acid). Reaction conditions: temperature 75 celsius. Product: ClC=1C=C(C=CC1)C1=NC(=NC(=N1)CC)NC1=CC=C(C=C1)CO ((4-((4-(3-Chlorophenyl)-6-ethyl-1,3,5-triazin-yl)amino)phenyl)methanol). The yield is 16.0%. RXN SMILES: Cl[C:2]1[N:7]=[C:6]([C:8]2[CH:13]=[CH:12][CH:11]=[C:10]([Cl:14])[CH:9]=2)[N:5]=[C:4]([CH2:15][CH3:16])[N:3]=1.[NH2:17][C:18]1[CH:25]=[CH:24][C:21]([CH2:22][OH:23])=[CH:20][CH:19]=1>C(O)(=O)C.C(=O)(O)[O-].[Na+]>[Cl:14][C:10]1[CH:9]=[C:8]([C:6]2[N:5]=[C:4]([CH2:15][CH3:16])[N:3]=[C:2]([NH:17][C:18]3[CH:25]=[CH:24][C:21]([CH2:22][OH:23])=[CH:20][CH:19]=3)[N:7]=2)[CH:13]=[CH:12][CH:11]=1 |f:3.4|. Procedure details: 2-Chloro-4-(3-chlorophenyl)-6-ethyl-1,3,5-triazine (0.140 g, 0.55 mmol) and 4-aminobenzyl alcohol (0.135 g, 1.1 mmol) were suspended in acetic acid (5 mL). The mixture was heated to 75° C. for 1 h. The reaction was cooled, diluted with saturated aqueous sodium bicarbonate, and extracted with ethyl acetate. The combined organic layer was dried over anhydrous sodium sulfate, filtered, and the filtrate was concentrated. The residue was purified by column chromatography (silica, dichloromethane/ethy...